describe an organic reaction: reactants, conditions, products, and yield From a dataset of the Open Reaction Database (ORD), a public repository of structured organic reaction records. The reactants are C12CC3CC(CC(C1)C3)C2 (adamantane), C12CC3CC(CC(C1)C3)C2 (adamantane), ON1C(C=2C(C1=O)=CC=CC2)=O (N-hydroxyphthalimide), [N+](=O)[O-] (nitrogen dioxide), O=O (oxygen). Run in C(C)(=O)O (acetic acid). Product: [N+](=O)([O-])C12CC3CC(CC(C1)C3)C2 (nitroadamantane), C12(CC3CC(CC(C1)C3)C2)O (adamantanol), C(C)(=O)OC12CC3CC(CC(C1)C3)C2 (acetyloxyadamantane), C12C(C3CC(CC(C1)C3)C2)=O (adamantanone). The yield is 4.0%. Reaction SMILES: [CH:1]12[CH2:10][CH:5]3[CH2:6][CH:7]([CH2:9][CH:3]([CH2:4]3)[CH2:2]1)[CH2:8]2.[OH:11][N:12]1[C:16](=[O:17])[C:15]2=[CH:18][CH:19]=[CH:20][CH:21]=[C:14]2C1=O.[N+]([O-])=[O:24].[O:26]=O>C(O)(=O)C>[N+:12]([C:1]12[CH2:10][CH:5]3[CH2:6][CH:7]([CH2:9][CH:3]([CH2:4]3)[CH2:2]1)[CH2:8]2)([O-:11])=[O:24].[C:1]12([OH:11])[CH2:10][CH:5]3[CH2:6][CH:7]([CH2:9][CH:3]([CH2:4]3)[CH2:2]1)[CH2:8]2.[C:16]([O:17][C:1]12[CH2:10][CH:5]3[CH2:6][CH:7]([CH2:9][CH:3]([CH2:4]3)[CH2:2]1)[CH2:8]2)(=[O:26])[CH3:15].[CH:15]12[CH2:14][CH:21]3[CH2:20][CH:19]([CH2:8][CH:1]([CH2:2]3)[C:16]1=[O:17])[CH2:18]2 |^1:22|. Reported procedure: Into a flask, 1 mmole of adamantane, 0.1 mmole of N-hydroxyphthalimide, 15 mmole of nitrogen dioxide (NO2) and 3 ml of acetic acid were added and stirred for 5 hours at 60° C. in an atmosphere of oxygen. The reaction products were analyzed by gas chromatography, and, as a result, the conversion of adamantane was. 96%, and nitroadamantane (yield 75%), adamantanol (yield 1%), acetyloxyadamantane (yield 5%) and adamantanone (yield 4%) were formed. Starting materials: BrCCCCCCBr (1,6-dibromohexane), S1C2=C(C=C1)C=CC=C2 (benzo[b]thiophene), C(CCC)[Li] (n-butyllithium), solution. Run in O1CCCC1 (tetrahydrofuran), O1CCCC1 (tetrahydrofuran), CCCCCC (hexane). Conditions: time 2 hour. Product: S1C2=C(C=C1CCCCCCBr)C=CC=C2 (6-(Benzo[b]thien-2-yl)-1-bromohexane). Reaction SMILES: [S:1]1[CH:5]=[CH:4][C:3]2[CH:6]=[CH:7][CH:8]=[CH:9][C:2]1=2.C([Li])CCC.[Br:15][CH2:16][CH2:17][CH2:18][CH2:19][CH2:20][CH2:21]Br>O1CCCC1.CCCCCC>[S:1]1[C:5]([CH2:21][CH2:20][CH2:19][CH2:18][CH2:17][CH2:16][Br:15])=[CH:4][C:3]2[CH:6]=[CH:7][CH:8]=[CH:9][C:2]1=2. Procedure: To a stirred solution of benzo[b]thiophene (1.92 g., 14.3 mmol) in 90 ml anhydrous tetrahydrofuran at -10° to 0° under argon was added n-butyllithium (7.8 ml of a 1.86M solution in hexane). After two hours, this solution was transferred dropwise into a stirred, 0° solution of 1,6-dibromohexane (6.5 ml, 0.043 mol) in 250 ml tetrahydrofuran. The solution was warmed to room temperature, stirred for 15 hours, quenched with water and concentrated. The residue was acidified and partitioned between eth... Reactants: C(C)(=O)C1=CNC(C2=CC=CC=C12)=O (4-acetyl isoquinolinone), C(C)(=O)C1=NC=CC(=C1)C1C(CCCC1)=O (2-acetyl-4-pyridyl cyclohexanone), C(#N)CC(=O)N (cyanoacetamide). Product: C(#N)C=1C(NC(=C2CC(CCC12)C1=NC=CC=C1)C)=O (4-cyano-1-methyl-7-pyridyl-5,6,7,8-tetrahydro-3(2H)-isoquinolinone). RXN SMILES: [C:1]([C:4]1[C:13]2[C:8](=[CH:9][CH:10]=[CH:11][CH:12]=2)[C:7](=O)[NH:6][CH:5]=1)(=O)[CH3:2].[C:15](C1C=C(C2CCCCC2=O)C=CN=1)(=O)[CH3:16].[C:31]([CH2:33][C:34]([NH2:36])=[O:35])#[N:32]>>[C:31]([C:33]1[C:34](=[O:35])[NH:36][C:15]([CH3:16])=[C:1]2[C:4]=1[CH2:5][CH2:6][CH:7]([C:8]1[CH:9]=[CH:10][CH:11]=[CH:12][N:13]=1)[CH2:2]2)#[N:32]. Procedure details: Conventionally, these 4-acetyl isoquinolinone compounds have been prepared by condensing 2-acetyl-4-pyridyl cyclohexanone with cyanoacetamide to produce 4-cyano-1-methyl-7-pyridyl-5,6,7,8-tetrahydro-3(2H)-isoquinolinone and then reacting the obtained compound with a Grignard reagent such as methyl magnesium iodide and the like followed by decomposition by an acid. Starting materials: CC(C)(C)NC(=O)C1CCC2C3CC=C4C=C(C=O)CCC4(C)C3CCC12C, CC(C)(C)O, CC=C(C)C, [O-][Cl+][O-], [Na+], [Na+], [Na+], [Na+], O, O, O, O=P([O-])([O-])[O-]. The product is CC(C)(C)NC(=O)C1CCC2C3CC=C4C=C(C(=O)O)CCC4(C)C3CCC12C. As a reaction SMILES: [C:20]([CH3:21])([CH3:22])([CH3:23])[NH:24][C:25](=[O:26])[CH:27]1[C:28]2([CH3:29])[CH:30]([CH2:31][CH2:32]1)[CH:33]1[CH2:34][CH:35]=[C:36]3[CH:37]=[C:38]([CH:46]=[O:47])[CH2:39][CH2:40][C:41]3([CH3:42])[CH:43]1[CH2:44][CH2:45]2.[C:49]([OH:50])([CH3:51])([CH3:52])[CH3:53].[CH3:15][C:16](=[CH:17][CH3:18])[CH3:19].[Cl+:11]([O-:12])[O-:13].[Na+:10].[Na+:14].[Na+:8].[Na+:9].[OH2:1].[OH2:2].[OH2:48].[P:3]([O-:4])([O-:5])([O-:6])=[O:7]>>[OH:1][C:46]([C:38]1=[CH:37][C:36]2=[CH:35][CH2:34][CH:33]3[CH:30]4[C:28]([CH3:29])([CH:27]([C:25]([NH:24][C:20]([CH3:21])([CH3:22])[CH3:23])=[O:26])[CH2:32][CH2:31]4)[CH2:45][CH2:44][CH:43]3[C:41]2([CH3:42])[CH2:40][CH2:39]1)=[O:47]. Starting materials: CCOC(=O)Cn1ccc2ccc(OCc3cnc(-c4ccc(C(F)(F)F)cc4)nc3C3CC3)cc21, [Li+], [OH-]. The product is O=C(O)Cn1ccc2ccc(OCc3cnc(-c4ccc(C(F)(F)F)cc4)nc3C3CC3)cc21. RXN SMILES: [CH2:1]([CH3:2])[O:3][C:4]([CH2:5][n:6]1[cH:7][cH:8][c:9]2[cH:10][cH:11][c:12]([O:15][CH2:16][c:17]3[c:18]([CH:33]4[CH2:34][CH2:35]4)[n:19][c:20](-[c:23]4[cH:24][cH:25][c:26]([C:29]([F:30])([F:31])[F:32])[cH:27][cH:28]4)[n:21][cH:22]3)[cH:13][c:14]12)=[O:36].[Li+:38].[OH-:37]>>[O:3]=[C:4]([CH2:5][n:6]1[cH:7][cH:8][c:9]2[cH:10][cH:11][c:12]([O:15][CH2:16][c:17]3[c:18]([CH:33]4[CH2:34][CH2:35]4)[n:19][c:20](-[c:23]4[cH:24][cH:25][c:26]([C:29]([F:30])([F:31])[F:32])[cH:27][cH:28]4)[n:21][cH:22]3)[cH:13][c:14]12)[OH:36]. The reactants are C(C1=CC=CC=C1)N1CCN(CC1)N1C(CCCC1)=O (1-(4-benzylpiperazin-1-yl)piperidin-2-one). Reagents/catalysts: [OH-].[OH-].[Pd+2] (palladium hydroxide on carbon). The solvent is CO (methanol). Run at time 15 hour. The product is N1(CCNCC1)N1C(CCCC1)=O (1-(Piperazin-1-yl)piperidin-2-one). The yield is 97.0%. Reaction SMILES: C([N:8]1[CH2:13][CH2:12][N:11]([N:14]2[CH2:19][CH2:18][CH2:17][CH2:16][C:15]2=[O:20])[CH2:10][CH2:9]1)C1C=CC=CC=1>CO.[OH-].[OH-].[Pd+2]>[N:11]1([N:14]2[CH2:19][CH2:18][CH2:17][CH2:16][C:15]2=[O:20])[CH2:10][CH2:9][NH:8][CH2:13][CH2:12]1 |f:2.3.4|. Procedure details: To a solution of 1-(4-benzylpiperazin-1-yl)piperidin-2-one (1.0 g) obtained in Example 8a) in methanol (15 mL) was added 20% palladium hydroxide on carbon (containing 50% water, 0.20 g), and the mixture was stirred at room temperature for 15 hours under a hydrogen atmosphere. The reaction mixture was filtered, and the solvent was distilled off under reduced pressure to obtain the title compound (0.65 g, 97%) as a yellow solid.